From a dataset of the Open Reaction Database (ORD), a public repository of structured organic reaction records. describe an organic reaction: reactants, conditions, products, and yield Reactants: ClC1=CC(=CC=C1)C(=O)OO (m-Chloroperbenzoic acid), CSC1=NC(=C2SC(=CN21)C=2[C@@H]([C@H]1N(C2C(=O)OCC2=CC=C(C=C2)[N+](=O)[O-])C([C@@H]1[C@@H](C)O)=O)C)SC (4-Nitrobenzyl(1S,5R,6S)-2-[5,7-bis(methylthio)imidazo[5,1-b]thiazol-2-yl]-6-((1R)-1-hydroxyethyl)-1-methyl-1-carbapen-2-em-3-carboxylate), S(=S)(=O)([O-])[O-].[Na+].[Na+] (sodium thiosulfate). Solvent: ClCCl (dichloromethane). Conditions: time 15 minute. Product: O[C@H](C)[C@@H]1[C@@H]2N(C(=C([C@@H]2C)C2=CN3C(S2)=C(N=C3SC)S(=O)C)C(=O)OCC3=CC=C(C=C3)[N+](=O)[O-])C1=O (4-nitrobenzyl(1S,5R,6S)-6-((1R)-1-hydroxyethyl)-2-(7-methanesulfinyl-5-methylthioimidazo[5,1-b]thiazol-2-yl)-1-methyl-1-carbapen-2-em-3-carboxylate). Yield: 67.4%. As a reaction SMILES: [CH3:1][S:2][C:3]1[N:10]2[C:6]([S:7][C:8]([C:11]3[C@H:12]([CH3:35])[C@@H:13]4[C@@H:30]([C@H:31]([OH:33])[CH3:32])[C:29](=[O:34])[N:14]4[C:15]=3[C:16]([O:18][CH2:19][C:20]3[CH:25]=[CH:24][C:23]([N+:26]([O-:28])=[O:27])=[CH:22][CH:21]=3)=[O:17])=[CH:9]2)=[C:5]([S:36][CH3:37])[N:4]=1.ClC1C=CC=C(C(OO)=[O:46])C=1.S([O-])([O-])(=O)=S.[Na+].[Na+]>ClCCl>[OH:33][C@@H:31]([C@H:30]1[C:29](=[O:34])[N:14]2[C:15]([C:16]([O:18][CH2:19][C:20]3[CH:21]=[CH:22][C:23]([N+:26]([O-:28])=[O:27])=[CH:24][CH:25]=3)=[O:17])=[C:11]([C:8]3[S:7][C:6]4=[C:5]([S:36]([CH3:37])=[O:46])[N:4]=[C:3]([S:2][CH3:1])[N:10]4[CH:9]=3)[C@H:12]([CH3:35])[C@H:13]12)[CH3:32] |f:2.3.4|. Procedure details: 4-Nitrobenzyl(1S,5R,6S)-2-[5,7-bis(methylthio)imidazo[5,1-b]thiazol-2-yl]-6-((1R)-1-hydroxyethyl)-1-methyl-1-carbapen-2-em-3-carboxylate (140 mg) was dissolved in 2.5 ml of dichloromethane. m-Chloroperbenzoic acid (56 mg) was added to the solution. The mixture was stirred at room temperature for 15 min. An aqueous sodium thiosulfate solution (5 ml) was added thereto, followed by separation. The organic layer was washed with 10 ml of a semisaturated aqueous sodium hydrogencarbonate solution and 1... The reactants are CC(=O)O, CC1(c2ccc(Cl)cc2)OC(=O)Nc2ccccc21, O=[N+]([O-])O, O=S(=O)(O)O. Yields the product CC1(c2ccc(Cl)cc2)OC(=O)Nc2ccc([N+](=O)[O-])cc21. Reaction SMILES: [CH3:29][C:30](=[O:31])[OH:32].[Cl:1][c:2]1[cH:3][cH:4][c:5]([C:8]2([CH3:19])[O:9][C:10](=[O:18])[NH:11][c:12]3[c:13]2[cH:14][cH:15][cH:16][cH:17]3)[cH:6][cH:7]1.[OH:25][N+:26]([O-:27])=[O:28].[S:20](=[O:21])(=[O:22])([OH:23])[OH:24]>>[Cl:1][c:2]1[cH:3][cH:4][c:5]([C:8]2([CH3:19])[O:9][C:10](=[O:18])[NH:11][c:12]3[c:13]2[cH:14][c:15]([N+:26](=[O:25])[O-:27])[cH:16][cH:17]3)[cH:6][cH:7]1.